This data is from the Open Reaction Database (ORD), a public repository of structured organic reaction records. The task is: describe an organic reaction: reactants, conditions, products, and yield Starting materials: COP(=O)(Cc1ccc(C(=O)Nc2cc(-c3cccs3)ccc2N)cc1)OC, O=C(O)C(F)(F)F, [Na+], C1COCCO1, CN(C)C=O, [OH-]. Product: COP(=O)(O)Cc1ccc(C(=O)Nc2cc(-c3cccs3)ccc2N)cc1. Reaction SMILES: [CH3:1][O:2][P:3]([O:4][CH3:5])(=[O:6])[CH2:7][c:8]1[cH:9][cH:10][c:11]([C:14]([NH:15][c:16]2[c:17]([NH2:27])[cH:18][cH:19][c:20](-[c:22]3[s:23][cH:24][cH:25][cH:26]3)[cH:21]2)=[O:28])[cH:12][cH:13]1.[F:31][C:32]([F:33])([F:34])[C:35]([OH:36])=[O:37].[Na+:30].[O:38]1[CH2:39][CH2:40][O:41][CH2:42][CH2:43]1.[O:44]=[CH:45][N:46]([CH3:47])[CH3:48].[OH-:29]>>[CH3:1][O:2][P:3](=[O:4])([OH:6])[CH2:7][c:8]1[cH:9][cH:10][c:11]([C:14]([NH:15][c:16]2[c:17]([NH2:27])[cH:18][cH:19][c:20](-[c:22]3[s:23][cH:24][cH:25][cH:26]3)[cH:21]2)=[O:28])[cH:12][cH:13]1. Starting materials: CN(CC(=O)O)C(C1=CC(=C(C(=C1)Cl)OC1=CC(=C(C(=C1)C(C)C)OC)[N+](=O)[O-])Cl)=O (methyl-N-[3,5-dichloro-4-(5-isopropyl-4-methoxy-3-nitro-phenoxy)benzoyl]glycine). Reagents/catalysts: O=[Pt]=O (PtO2). The solvent is C(C)(=O)OCC (ethyl acetate). Conditions: time 24 hour. Yields the product CN(CC(=O)O)C(C1=CC(=C(C(=C1)Cl)OC1=CC(=C(C(=C1)C(C)C)OC)N)Cl)=O (methyl-N-[3,5-dichloro-4-(3-amino-5-isopropyl-4-methoxyphenoxy)benzoyl]glycine). Isolated yield 89.5%. As a reaction SMILES: [CH3:1][N:2]([C:7](=[O:31])[C:8]1[CH:13]=[C:12]([Cl:14])[C:11]([O:15][C:16]2[CH:21]=[C:20]([CH:22]([CH3:24])[CH3:23])[C:19]([O:25][CH3:26])=[C:18]([N+:27]([O-])=O)[CH:17]=2)=[C:10]([Cl:30])[CH:9]=1)[CH2:3][C:4]([OH:6])=[O:5]>C(OCC)(=O)C.O=[Pt]=O>[CH3:1][N:2]([C:7](=[O:31])[C:8]1[CH:13]=[C:12]([Cl:14])[C:11]([O:15][C:16]2[CH:21]=[C:20]([CH:22]([CH3:24])[CH3:23])[C:19]([O:25][CH3:26])=[C:18]([NH2:27])[CH:17]=2)=[C:10]([Cl:30])[CH:9]=1)[CH2:3][C:4]([OH:6])=[O:5]. Reported procedure: A mixture of methyl-N-[3,5-dichloro-4-(5-isopropyl-4-methoxy-3-nitro-phenoxy)benzoyl]glycine (380 mg, 0.81 mmol) and PtO2 (40 mg) in ethyl acetate (10 mL) was stirred at room temperature under hydrogen (atmospheric pressure) for 24 h. Pt catalyst was removed by filtration through celite and the filtrate was concentrated, which was purified on column (silica gel, n-heptane/ethyl acetate, gradient elution from 98:2 to 60:40) to give 320 mg (89%) of methyl-N-[3,5-dichloro-4-(3-amino-5-isopropyl-4-m... Reactants: CS(=O)(=O)O[C@@]1(N(C[C@H](C1)SC(C1=CC=CC=C1)(C1=CC=CC=C1)C1=CC=CC=C1)C(=O)OCC1=CC=C(C=C1)[N+](=O)[O-])C ((2S,4S)-2-(methanesulfonyloxy)-methyl-1-(4-nitrobenzyloxycarbonyl)-4-(triphenylmethylthio)pyrrolidine), N1CCNCC1 (piperazine), ice water. The solvent is CN(C=O)C (dimethylformamide). Procedure details: To a solution of (2S,4S)-2-(methanesulfonyloxy)-methyl-1-(4-nitrobenzyloxycarbonyl)-4-(triphenylmethylthio)pyrrolidine (5.0 g) in dimethylformamide (90 ml) was added piperazine (2.0 g) and the mixture was stirred at 80°]90°C. for 5 hours. The reaction mixture was poured into ice-water (300 ml) and extracted twice with ethyl acetate (200 ml). The extract was washed with saturated aqueous sodium chloride, dried over magnesium sulfate and evaporated in vacuo. The resulting residue was chromatograph... Isolated yield 51.2%. Reaction SMILES: CS(O[C@@:6]1([CH3:44])[CH2:10][C@H:9]([S:11][C:12]([C:25]2[CH:30]=[CH:29][CH:28]=[CH:27][CH:26]=2)([C:19]2[CH:24]=[CH:23][CH:22]=[CH:21][CH:20]=2)[C:13]2[CH:18]=[CH:17][CH:16]=[CH:15][CH:14]=2)[CH2:8][N:7]1[C:31]([O:33][CH2:34][C:35]1[CH:40]=[CH:39][C:38]([N+:41]([O-:43])=[O:42])=[CH:37][CH:36]=1)=[O:32])(=O)=O.[NH:45]1[CH2:50][CH2:49][NH:48][CH2:47][CH2:46]1>CN(C)C=O>[N+:41]([C:38]1[CH:37]=[CH:36][C:35]([CH2:34][O:33][C:31]([N:7]2[CH2:8][C@@H:9]([S:11][C:12]([C:19]3[CH:20]=[CH:21][CH:22]=[CH:23][CH:24]=3)([C:13]3[CH:18]=[CH:17][CH:16]=[CH:15][CH:14]=3)[C:25]3[CH:30]=[CH:29][CH:28]=[CH:27][CH:26]=3)[CH2:10][C@H:6]2[CH2:44][N:45]2[CH2:50][CH2:49][NH:48][CH2:47][CH2:46]2)=[O:32])=[CH:40][CH:39]=1)([O-:43])=[O:42]. Run at temperature 90 celsius, time 5 hour. Product: [N+](=O)([O-])C1=CC=C(COC(=O)N2[C@@H](C[C@@H](C2)SC(C2=CC=CC=C2)(C2=CC=CC=C2)C2=CC=CC=C2)CN2CCNCC2)C=C1 ((2S,4S)-1-(4-nitrobenzyloxycarbonyl)-2-(piperazin-1-yl)methyl-4-(triphenylmethylthio)pyrrolidine). Starting materials: C(CCCCCCCCCCC)C=1N=NN(N1)C(C(=O)O)CCCCCCCCCCCC ((±)-5-dodecyl-α-dodecyl-2H-tetrazole-2-acetic acid), C(C)(C)C1=C(N)C(=CC=C1)C(C)C (2,6-diisopropylaniline), C(CCCCCCCCC)C=1N=NN(N1)CC(=O)O (5-decyl-2H-tetrazole-2-acetic acid), COC1=C(N)C(=CC(=C1)OC)OC (2,4,6-trimethoxyaniline). The product is C(CCCCCCCCCCC)C=1N=NN(N1)C(C(=O)NC1=C(C=C(C=C1OC)OC)OC)CCCCCCCCCCCC ((±)-5-dodecyl-α-dodecyl-N-(2,4,6-trimethoxyphenyl)-2H-tetrazole-2-acetamide). Reaction SMILES: [CH2:1]([C:13]1[N:14]=[N:15][N:16]([CH:18]([CH2:22][CH2:23][CH2:24][CH2:25][CH2:26][CH2:27][CH2:28][CH2:29][CH2:30][CH2:31][CH2:32][CH3:33])[C:19]([OH:21])=O)[N:17]=1)[CH2:2][CH2:3][CH2:4][CH2:5][CH2:6][CH2:7][CH2:8][CH2:9][CH2:10][CH2:11][CH3:12].C(C1N=NN(CC(O)=O)N=1)CCCCCCCCC.[CH3:53][O:54][C:55]1[CH:61]=[C:60]([O:62][CH3:63])[CH:59]=[C:58]([O:64][CH3:65])[C:56]=1[NH2:57].C(C1C=CC=C(C(C)C)C=1N)(C)C>>[CH2:1]([C:13]1[N:14]=[N:15][N:16]([CH:18]([CH2:22][CH2:23][CH2:24][CH2:25][CH2:26][CH2:27][CH2:28][CH2:29][CH2:30][CH2:31][CH2:32][CH3:33])[C:19]([NH:57][C:56]2[C:58]([O:64][CH3:65])=[CH:59][C:60]([O:62][CH3:63])=[CH:61][C:55]=2[O:54][CH3:53])=[O:21])[N:17]=1)[CH2:2][CH2:3][CH2:4][CH2:5][CH2:6][CH2:7][CH2:8][CH2:9][CH2:10][CH2:11][CH3:12]. Procedure: When in the general procedure of Example 88 an appropriate amount of (±)-5-dodecyl-α-dodecyl-2H-tetrazole-2-acetic acid was substituted for 5-decyl-2H-tetrazole-2-acetic acid and 2,4,6-trimethoxyaniline was substituted for 2,6-diisopropylaniline, the title compound was obtained, mp 138°-140° C.